This data is from the Open Reaction Database (ORD), a public repository of structured organic reaction records. The task is: describe an organic reaction: reactants, conditions, products, and yield Reactants: ClC=1C=C(N)C=CC1 (3-chloroaniline), N1=CC=CC=C1 (pyridine), CC(C(=O)Cl)=CC1=CC=CC=C1 (α-methyl cinnamic acid chloride). Solvent: C(Cl)Cl (CH2Cl2), C(Cl)Cl (CH2Cl2). Conditions: time 3 hour. The product is ClC=1C=C(C=CC1)NC(C(=CC1=CC=CC=C1)C)=O (N-(3-Chlorophenyl)-2-methyl-3-phenylacrylamide), solid. Yield: 98.9%. Reaction SMILES: [Cl:1][C:2]1[CH:3]=[C:4]([CH:6]=[CH:7][CH:8]=1)[NH2:5].N1C=CC=CC=1.[CH3:15][C:16](=[CH:20][C:21]1[CH:26]=[CH:25][CH:24]=[CH:23][CH:22]=1)[C:17](Cl)=[O:18]>C(Cl)Cl>[Cl:1][C:2]1[CH:3]=[C:4]([NH:5][C:17](=[O:18])[C:16]([CH3:15])=[CH:20][C:21]2[CH:26]=[CH:25][CH:24]=[CH:23][CH:22]=2)[CH:6]=[CH:7][CH:8]=1. Procedure details: To a solution of 3-chloroaniline (0.98 mL, 9.3 mmol) in CH2Cl2 (25 mL) at 0° C. is added pyridine (0.78 mL, 9.5 mmol). To the resulting solution is added dropwise a solution of α-methyl cinnamic acid chloride (1.6 g, 9.3 mmol) in CH2Cl2 (8 mL). After 3 hours, the solution is concentrated. The crude product is purified by column chromatography eluting with 5% EtOAc/hexanes to 10% EtOAc/hexanes. The title compound is obtained as a solid (2.5 g, 9.2 mmol). 1H NMR (CDCl3, 300 MHz) δ7.95 (m, 1H), 7.7... Starting materials: BrC=1C=C(C(=O)OC)C=C(C1O)CC(=C)C (methyl 3-bromo-4-hydroxy-5-(2-methylprop-2-en-1-yl)benzoate). The solvent is C1(=CC=CC=C1)C (toluene), C(C)(=O)OCC (ethyl acetate). The product is BrC1=CC(=CC=2CC(OC21)(C)C)C(=O)OC (methyl 7-bromo-2,2-dimethyl-2,3-dihydro-1-benzofuran-5-carboxylate). The yield is 74.3%. RXN SMILES: [Br:1][C:2]1[CH:3]=[C:4]([CH:9]=[C:10]([CH2:13][C:14]([CH3:16])=[CH2:15])[C:11]=1[OH:12])[C:5]([O:7][CH3:8])=[O:6]>C1(C)C=CC=CC=1.C(OCC)(=O)C>[Br:1][C:2]1[C:11]2[O:12][C:14]([CH3:16])([CH3:15])[CH2:13][C:10]=2[CH:9]=[C:4]([C:5]([O:7][CH3:8])=[O:6])[CH:3]=1. Reported procedure: A solution of methyl 3-bromo-4-hydroxy-5-(2-methylprop-2-en-1-yl)benzoate (4.1 g, 14.4 mmol) and boron trifluoride diethyl ether complex (2.0 mL, 15.8 mmol) in toluene (30 mL) was stirred at 100° C. for 90 min. After cooling, the reaction solution was diluted with ethyl acetate, washed successively with water, aqueous sodium hydrogencarbonate solution and aqueous sodium chloride solution, dried over anhydrous magnesium sulfate, and concentrated under reduced pressure. The residue was subjected t... The reactants are BrC(C)C (2-bromopropane), FC(C1=CC=C(C=C1)CC#N)(F)F (4-trifluoromethyl-phenylacetonitrile), [OH-].[Na+] (sodium hydroxide), [OH-].[Na+] (sodium hydroxide). Reagents/catalysts: [Cl-].C(CCC)[N+](CCCC)(CCCC)CCCC (tetra n-butylammonium chloride). Run at time 1 hour. Product: FC(C1=CC=C(C=C1)C(C#N)C(C)C)(F)F (4-trifluoromethyl-α-(1-methylethyl)benzeneacetonitrile). The yield is 64.4%. As a reaction SMILES: [F:1][C:2]([F:13])([F:12])[C:3]1[CH:8]=[CH:7][C:6]([CH2:9][C:10]#[N:11])=[CH:5][CH:4]=1.[OH-].[Na+].Br[CH:17]([CH3:19])[CH3:18]>[Cl-].C([N+](CCCC)(CCCC)CCCC)CCC>[F:1][C:2]([F:12])([F:13])[C:3]1[CH:4]=[CH:5][C:6]([CH:9]([CH:17]([CH3:19])[CH3:18])[C:10]#[N:11])=[CH:7][CH:8]=1 |f:1.2,4.5|. Procedure details: To a mixture of 4-trifluoromethyl-phenylacetonitrile (5.00 g, 27.0 mmoles), 50% aqueous sodium hydroxide solution (1.9 g), sodium hydroxide (270 mg), and tetra n-butylammonium chloride (1.2 g) stirring in a 60° oil bath was added 2-bromopropane (3.32 g, 27.0 mmoles). The resulting mixture was stirred at 80° for 0.5 hours, and then at 90-95° for 1.0 hours longer. After cooling, the mixture was partitioned between toluene and water. The organic layer was washed with water, dried over anhydrous sod... The reactants are COC=1C=C(C=CC1OC)C(=CC(=O)OC)C1=CC(=C(C=C1)OC)OC (methyl 3,3-bis-(3,4-dimethoxyphenyl)acrylate), C(C)OP(OCC)(=O)CC#N (diethylcyanomethylphosphonate), C[Si]([N-][Si](C)(C)C)(C)C.[Li+] (lithium hexamethyldisilazide), C(C)C=1C=C(C=CC1CC)C(C1=CC(=C(C=C1)OC)OC)=O (3',4'-diethyl-3,4-dimethoxybenzophenone). The solvent is CCCCCC (hexane). Yields the product C(C)C=1C=C(C=CC1CC)C(=CC#N)C1=CC(=C(C=C1)OC)OC (3-(3,4-Diethylphenyl)-3-(3,4-dimethoxyphenyl)acrylonitrile), mixture. The yield is 57.0%. As a reaction SMILES: COC1C=C(C(C2C=CC(OC)=C(OC)C=2)=CC(OC)=O)C=CC=1OC.[CH2:27]([C:29]1[CH:30]=[C:31]([C:37](=O)[C:38]2[CH:43]=[CH:42][C:41]([O:44][CH3:45])=[C:40]([O:46][CH3:47])[CH:39]=2)[CH:32]=[CH:33][C:34]=1[CH2:35][CH3:36])[CH3:28].C(OP([CH2:57][C:58]#[N:59])(=O)OCC)C.C[Si](C)(C)[N-][Si](C)(C)C.[Li+]>CCCCCC>[CH2:27]([C:29]1[CH:30]=[C:31]([C:37]([C:38]2[CH:43]=[CH:42][C:41]([O:44][CH3:45])=[C:40]([O:46][CH3:47])[CH:39]=2)=[CH:57][C:58]#[N:59])[CH:32]=[CH:33][C:34]=1[CH2:35][CH3:36])[CH3:28] |f:3.4|. Procedure: 3-(3,4-Diethylphenyl)-3-(3,4-dimethoxyphenyl)acrylonitrile was prepared analogously to methyl 3,3-bis-(3,4-dimethoxyphenyl)acrylate using 3',4'-diethyl-3,4-dimethoxybenzophenone (0.51 g, 1.7 mmol), diethylcyanomethylphosphonate (0.31 mL, 1.9 mmol) and lithium hexamethyldisilazide (1.4 mL, 1.9 mmol, 1.3M) with a reaction time of 60 hours at room temperature. The crude product was purified by chromatography (silica gel, 1% ethyl acetate/methylene chloride) to afford an oil which was stirred in hex... The reactants are COC1=C(C=2C3=C(C(NC2C(=C1)C)=O)SC=C3)C3=CC=C(C=C3)C3(CCC3)CNC(OC(C)(C)C)=O (tert-butyl (1-(4-(8-methoxy-6-methyl-4-oxo-4,5-dihydrothieno[2,3-c]quinolin-9-yl)phenyl)cyclobutyl)methylcarbamate), BrB(Br)Br (tribromoborane), C(Cl)Cl (methylene chloride). Product: Cl.NCC1(CCC1)C1=CC=C(C=C1)C=1C=2C3=C(C(NC2C(=CC1O)C)=O)SC=C3 (9-(4-(1-(Aminomethyl)cyclobutyl)phenyl)-8-hydroxy-6-methylthieno[2,3-c]quinolin-4(5H)-one Hydrochloride). The yield is 65.0%. As a reaction SMILES: C[O:2][C:3]1[CH:12]=[C:11]([CH3:13])[C:10]2[NH:9][C:8](=[O:14])[C:7]3[S:15][CH:16]=[CH:17][C:6]=3[C:5]=2[C:4]=1[C:18]1[CH:23]=[CH:22][C:21]([C:24]2([CH2:28][NH:29]C(=O)OC(C)(C)C)[CH2:27][CH2:26][CH2:25]2)=[CH:20][CH:19]=1.BrB(Br)Br.C(Cl)[Cl:42]>>[ClH:42].[NH2:29][CH2:28][C:24]1([C:21]2[CH:20]=[CH:19][C:18]([C:4]3[C:5]4[C:6]5[CH:17]=[CH:16][S:15][C:7]=5[C:8](=[O:14])[NH:9][C:10]=4[C:11]([CH3:13])=[CH:12][C:3]=3[OH:2])=[CH:23][CH:22]=2)[CH2:25][CH2:26][CH2:27]1 |f:3.4|. Procedure details: Following General Procedure F, tert-butyl (1-(4-(8-methoxy-6-methyl-4-oxo-4,5-dihydrothieno[2,3-c]quinolin-9-yl)phenyl)cyclobutyl)methylcarbamate (130 mg, 0.32 mmol was reacted with tribromoborane (1.0 M in methylene chloride, 1.9 mL, 1.9 mmol to afford the desired product (82 mg, 65%) as a white solid: 1H NMR (500 MHz, MeOD) δ 7.63 (d, J=5.4 Hz, 1H), 7.46-7.41 (m, 2H), 7.38-7.32 (m, 2H), 7.09 (d, J=0.7 Hz, 1H), 6.26 (d, J=5.4 Hz, 1H), 3.36-3.33 (m, 2H), 2.65 (dd, J=21.2, 9.3 Hz, 2H), 2.58 (s, 3... Reactants: C1(=CC=C(C=C1)CO)C1=CC=CC=C1 (biphenyl-4-yl-methanol), Br (HBr). Run in O (water). Conditions: temperature 10 celsius, time 3 hour. The product is BrCC1=CC=C(C=C1)C1=CC=CC=C1 (4-bromomethyl-biphenyl). The yield is 98.5%. As a reaction SMILES: [C:1]1([C:9]2[CH:14]=[CH:13][CH:12]=[CH:11][CH:10]=2)[CH:6]=[CH:5][C:4]([CH2:7]O)=[CH:3][CH:2]=1.[BrH:15]>O>[Br:15][CH2:7][C:4]1[CH:5]=[CH:6][C:1]([C:9]2[CH:14]=[CH:13][CH:12]=[CH:11][CH:10]=2)=[CH:2][CH:3]=1. Procedure: A mixture of biphenyl-4-yl-methanol (250 mg, 1.35 mmol) and aqueous HBr (48%) (3 mL) was stirred at 10° C. for 3 hrs. After completion of the reaction, the mixture was diluted with cold water, extracted with ethyl acetate and dried over sodium sulfate. The organic layer collected was concentrated under reduced pressure to afford 330 mg (98.5% Yield) 4-bromomethyl-biphenyl. 4-Bromomethyl-biphenyl (120 mg, 0.485 mmol) was added to a stirred mixture of 2-amino-1-[4-(2-chloro-phenoxy)-piperidin-1-yl... The reactants are B, O=C(CBr)c1ccc(OCc2ccccc2)c([N+](=O)[O-])c1, CCN(CC)c1ccccc1, C1CCOC1, NC1c2ccccc2CC1O. The product is O=[N+]([O-])c1cc(C(O)CBr)ccc1OCc1ccccc1. RXN SMILES: [BH3:23].[Br:24][CH2:25][C:26](=[O:27])[c:28]1[cH:29][c:30]([N+:42](=[O:43])[O-:44])[c:31]([O:34][CH2:35][c:36]2[cH:37][cH:38][cH:39][cH:40][cH:41]2)[cH:32][cH:33]1.[CH2:12]([N:13]([CH2:14][CH3:15])[c:16]1[cH:17][cH:18][cH:19][cH:20][cH:21]1)[CH3:22].[CH2:45]1[O:46][CH2:47][CH2:48][CH2:49]1.[NH2:1][CH:2]1[c:3]2[c:4]([cH:5][cH:6][cH:7][cH:8]2)[CH2:9][CH:10]1[OH:11]>>[Br:24][CH2:25][CH:26]([OH:27])[c:28]1[cH:29][c:30]([N+:42](=[O:43])[O-:44])[c:31]([O:34][CH2:35][c:36]2[cH:37][cH:38][cH:39][cH:40][cH:41]2)[cH:32][cH:33]1. The reactants are C(C)(C)(C)OC(N[C@@H](C(=O)N1CCN(CC1)C1=C(C=CC=C1)OC)CC1=CC=NC=C1)=O ((R)-{2-[4-(2-Methoxy-phenyl)-piperazin-1-yl]-2-oxo-1-pyridin-4-ylmethyl-ethyl}-carbamic acid tert-butyl ester), Cl (HCl). Solvent: C1CCOC1 (THF). Run at time 3 hour. Product: N[C@@H](C(=O)N1CCN(CC1)C1=C(C=CC=C1)OC)CC1=CC=NC=C1 ((2R)-2-Amino-1-[4-(2-methoxy-phenyl)-piperazin-1-yl]-3-pyridin-4-yl-propan-1-one). The yield is 99.9%. As a reaction SMILES: C(OC(=O)[NH:7][C@H:8]([CH2:25][C:26]1[CH:31]=[CH:30][N:29]=[CH:28][CH:27]=1)[C:9]([N:11]1[CH2:16][CH2:15][N:14]([C:17]2[CH:22]=[CH:21][CH:20]=[CH:19][C:18]=2[O:23][CH3:24])[CH2:13][CH2:12]1)=[O:10])(C)(C)C.Cl>C1COCC1>[NH2:7][C@H:8]([CH2:25][C:26]1[CH:31]=[CH:30][N:29]=[CH:28][CH:27]=1)[C:9]([N:11]1[CH2:12][CH2:13][N:14]([C:17]2[CH:22]=[CH:21][CH:20]=[CH:19][C:18]=2[O:23][CH3:24])[CH2:15][CH2:16]1)=[O:10]. Reported procedure: To a solution of (R)-{2-[4-(2-Methoxy-phenyl)-piperazin-1-yl]-2-oxo-1-pyridin-4-ylmethyl-ethyl}-carbamic acid tert-butyl ester (7.96 g.; 18 mmol) from Example 6 in THF (60 mL) at 0° C. was added HCl (4M/Dioxane) (74 mL; 0.3 mol). The mixture was stirred at ambient temperature for 3 hours, and the solvent removed in vacuo. The residue was dissolved in water (70 mL), washed with ether (40 mL). The aqueous layer was rendered basic (pH 9–10) with saturated aqueous Na2CO3, and the product extracted i...